This data is from the Open Reaction Database (ORD), a public repository of structured organic reaction records. The task is: describe an organic reaction: reactants, conditions, products, and yield The reactants are COc1ccc(C=O)cc1Br, COC(=O)CN=[N+]=[N-]. Yields the product COC(=O)C(=Cc1ccc(OC)c(Br)c1)N=[N+]=[N-]. As a reaction SMILES: [Br:1][c:2]1[cH:3][c:4]([CH:5]=[O:6])[cH:7][cH:8][c:9]1[O:10][CH3:11].[N:12](=[N+:13]=[N-:14])[CH2:15][C:16](=[O:17])[O:18][CH3:19]>>[Br:1][c:2]1[cH:3][c:4]([CH:5]=[C:15]([N:12]=[N+:13]=[N-:14])[C:16](=[O:17])[O:18][CH3:19])[cH:7][cH:8][c:9]1[O:10][CH3:11].